Task: describe an organic reaction: reactants, conditions, products, and yield. Dataset: the Open Reaction Database (ORD), a public repository of structured organic reaction records Reactants: Cl (HCl), COC1=C(C=O)C=CC(=C1)OC (2,4-dimethoxybenzaldehyde), CC(=O)C1=CC(=C(C(=C1)OC)OC)OC (3,4,5-trimethoxyacetophenone), [OH-].[Na+] (NaOH). Run in CO (methanol). Run at time 24 hour. Product: COC1=C(C=CC(=C1)OC)\C=C\C(=O)C1=CC(=C(C(=C1)OC)OC)OC ((E)-1-(2,4-Dimethoxyphenyl)-3-(3,4,5-trimethoxyphenyl)prop-1-en-3-one). Reaction SMILES: [CH3:1][O:2][C:3]1[CH:10]=[C:9]([O:11][CH3:12])[CH:8]=[CH:7][C:4]=1[CH:5]=O.[CH3:13][C:14]([C:16]1[CH:21]=[C:20]([O:22][CH3:23])[C:19]([O:24][CH3:25])=[C:18]([O:26][CH3:27])[CH:17]=1)=[O:15].[OH-].[Na+].Cl>CO>[CH3:1][O:2][C:3]1[CH:10]=[C:9]([O:11][CH3:12])[CH:8]=[CH:7][C:4]=1/[CH:5]=[CH:13]/[C:14]([C:16]1[CH:17]=[C:18]([O:26][CH3:27])[C:19]([O:24][CH3:25])=[C:20]([O:22][CH3:23])[CH:21]=1)=[O:15] |f:2.3|. Procedure details: To a stirred solution of 2,4-dimethoxybenzaldehyde (1 g, 6.00 mmol) and 3,4,5-trimethoxyacetophenone (1.27 g, 6.00 mmol) in methanol (30 ml) was added a 50% w/v solution of aqueous NaOH (1 ml). The mixture was stirred for 24 hours at room temperature, acidified with 2N HCl and extracted with ethyl acetate (3×30 ml). The combined organic phase was dried over anhydrous MgSO4, filtered, and the solvent evaporated in vacuo. The product was purified by recrystallisation from ethanol to afford the tit...